The task is: describe an organic reaction: reactants, conditions, products, and yield. This data is from the Open Reaction Database (ORD), a public repository of structured organic reaction records. The reactants are N1(CCNCC1)C1=NSC2=C1C=CC=C2 (3-(1-piperazinyl)-1,2-benzisothiazole), ClCC=CCCl (1,4-dichloro-2-butene), C([O-])([O-])=O.[K+].[K+] (potassium carbonate), CN(C=O)C (dimethylformamide). The solvent is C1(=CC=CC=C1)C (toluene). Reaction conditions: time 2 hour. Product: ClCC=CCN1CCN(CC1)C1=NSC2=C1C=CC=C2 (1-(4-Chloro-2-butenyl)-4-(1,2-benzisothiazol-3-yl)piperazine). RXN SMILES: [N:1]1([C:7]2[C:11]3[CH:12]=[CH:13][CH:14]=[CH:15][C:10]=3[S:9][N:8]=2)[CH2:6][CH2:5][NH:4][CH2:3][CH2:2]1.[Cl:16][CH2:17][CH:18]=[CH:19][CH2:20]Cl.C(=O)([O-])[O-].[K+].[K+].CN(C)C=O>C1(C)C=CC=CC=1>[Cl:16][CH2:17][CH:18]=[CH:19][CH2:20][N:4]1[CH2:5][CH2:6][N:1]([C:7]2[C:11]3[CH:12]=[CH:13][CH:14]=[CH:15][C:10]=3[S:9][N:8]=2)[CH2:2][CH2:3]1 |f:2.3.4|. Procedure: A mixture of 3-(1-piperazinyl)-1,2-benzisothiazole (1 g; 4.56 mmol), 1,4-dichloro-2-butene (2.9 g; 22.8 mmol), anhydrous potassium carbonate (0.79 g; 5.7 mmol) and dry dimethylformamide (10 ml) was stirred at a bath temperature of 90° to 100° C. for 2 hours. After completion of the reaction, toluene (100 ml) was added to the mixture, which was washed three times with water (50 ml). The toluene layer was washed with a saturated sodium chloride solution and dried over magnesium sulfate. The crude ...